Task: describe an organic reaction: reactants, conditions, products, and yield. Dataset: the Open Reaction Database (ORD), a public repository of structured organic reaction records Reactants: CC(C)(C)c1ccccc1-c1c[nH]c2ccccc12, C[Si](C)(C)[N-][Si](C)(C)C, Cc1ccc(N=C=O)cc1, CC(=O)O, CO, [Na+], C1CCOC1. Yields the product Cc1ccc(NC(=O)n2cc(-c3ccccc3C(C)(C)C)c3ccccc32)cc1. As a reaction SMILES: [C:1]([CH3:2])([CH3:3])([CH3:4])[c:5]1[c:6](-[c:11]2[cH:12][nH:13][c:14]3[cH:15][cH:16][cH:17][cH:18][c:19]23)[cH:7][cH:8][cH:9][cH:10]1.[CH3:21][Si:22]([N-:23][Si:24]([CH3:25])([CH3:26])[CH3:27])([CH3:28])[CH3:29].[CH3:30][c:31]1[cH:32][cH:33][c:34]([N:37]=[C:38]=[O:39])[cH:35][cH:36]1.[CH3:40][C:41](=[O:42])[OH:43].[CH3:49][OH:50].[Na+:20].[O:44]1[CH2:45][CH2:46][CH2:47][CH2:48]1>>[C:1]([CH3:2])([CH3:3])([CH3:4])[c:5]1[c:6](-[c:11]2[cH:12][n:13]([C:38]([NH:37][c:34]3[cH:33][cH:32][c:31]([CH3:30])[cH:36][cH:35]3)=[O:39])[c:14]3[cH:15][cH:16][cH:17][cH:18][c:19]23)[cH:7][cH:8][cH:9][cH:10]1.